describe an organic reaction: reactants, conditions, products, and yield From a dataset of the Open Reaction Database (ORD), a public repository of structured organic reaction records. The reactants are CN(C(=O)OC(C)(C)C)C1CCNCC1, C1CCOC1, Cc1cc(NC(=O)NCCCl)cc(C)n1, [I-], [Na+], [Na+], O=C([O-])O. Product: Cc1cc(NC(=O)NCCN2CCC(N(C)C(=O)OC(C)(C)C)CC2)cc(C)n1. Reaction SMILES: [C:1]([CH3:2])([CH3:3])([CH3:4])[O:5][C:6]([N:7]([CH:8]1[CH2:9][CH2:10][NH:11][CH2:12][CH2:13]1)[CH3:14])=[O:15].[CH2:38]1[O:39][CH2:40][CH2:41][CH2:42]1.[Cl:23][CH2:24][CH2:25][NH:26][C:27](=[O:28])[NH:29][c:30]1[cH:31][c:32]([CH3:37])[n:33][c:34]([CH3:36])[cH:35]1.[I-:21].[Na+:20].[Na+:22].[O-:16][C:17]([OH:18])=[O:19]>>[C:1]([CH3:2])([CH3:3])([CH3:4])[O:5][C:6]([N:7]([CH:8]1[CH2:9][CH2:10][N:11]([CH2:24][CH2:25][NH:26][C:27](=[O:28])[NH:29][c:30]2[cH:31][c:32]([CH3:37])[n:33][c:34]([CH3:36])[cH:35]2)[CH2:12][CH2:13]1)[CH3:14])=[O:15]. The reactants are C(=O)(O)C(C)OC1=NN(C=N1)C1=CC(=CC=C1)Cl (3-(1-carboxyethoxy)-1-(3-chlorophenyl)-1,2,4-1H-triazole), C(=O)(N1C=NC=C1)N1C=NC=C1 (carbonyldiimidazole), [OH-].[NH4+] (ammonium hydroxide). The product is ClC=1C=C(C=CC1)N1N=C(N=C1)OC(C)C(=O)N (1-(3-chlorophenyl)-3-(1-aminocarbonylethoxy)-1,2,4-1H-triazole). The yield is 46.6%. As a reaction SMILES: [C:1]([CH:4]([O:6][C:7]1[N:11]=[CH:10][N:9]([C:12]2[CH:17]=[CH:16][CH:15]=[C:14]([Cl:18])[CH:13]=2)[N:8]=1)[CH3:5])(O)=[O:2].C(N1C=CN=C1)([N:21]1C=CN=C1)=O.[OH-].[NH4+]>>[Cl:18][C:14]1[CH:13]=[C:12]([N:9]2[CH:10]=[N:11][C:7]([O:6][CH:4]([C:1]([NH2:21])=[O:2])[CH3:5])=[N:8]2)[CH:17]=[CH:16][CH:15]=1 |f:2.3|. Reported procedure: The process was carried out as was Example 45, starting with 2.8 g of the compound of Example 25, 2.5 g of carbonyldiimidazole and 4 ml of ammonium hydroxide. The product was recrystallized from toluene and then from ethanol to obtain 1.3 g of the desired product, m.p. 143°-145°. The reactants are F.[F-].[K+] (potassium hydrogen difluoride), C(C)(=O)O[C@@H]1[C@H](O[C@@H]([C@H]([C@@H]1OC(C)=O)OC(C)=O)COC(C)=O)Br (2,3,4,6-tetra-O-acetyl-α-D-mannopyranosyl bromide), C(Cl)Cl.CCOCC (methylene chloride ether). Procedure details: 8.7 g (21.2 mmol) of 2,3,4,6-tetra-O-acetyl-α-D-mannopyranosyl bromide were dissolved in 30 ml of anhydrous acetonitrile and the solution was heated under reflux with 5.0 g (64 mmol) of potassium hydrogen difluoride. After 3 hours, the starting material was no longer detectable (TLC: methylene chloride/ether, 9:1). The solution was filtered and concentrated and the crude product was recrystallized from ether. Yield 5.74 g (77%), melting point 65°-67° C., [α]D20 =+21.2 (c=1.07 in chloroform) [A. ... Solvent: C(C)#N (acetonitrile). Reaction conditions: time 3 hour. The product is C(C)(=O)O[C@@H]1[C@H](O[C@@H]([C@H]([C@@H]1OC(C)=O)OC(C)=O)COC(C)=O)F (2,3,4,6-tetra-O-acetyl-α-D-mannopyranosyl fluoride). RXN SMILES: [C:1]([O:4][C@H:5]1[C@@H:10]([O:11][C:12](=[O:14])[CH3:13])[C@H:9]([O:15][C:16](=[O:18])[CH3:17])[C@@H:8]([CH2:19][O:20][C:21](=[O:23])[CH3:22])[O:7][C@@H:6]1Br)(=[O:3])[CH3:2].[FH:25].[F-].[K+].C(Cl)Cl.CCOCC>C(#N)C>[C:1]([O:4][C@H:5]1[C@@H:10]([O:11][C:12](=[O:14])[CH3:13])[C@H:9]([O:15][C:16](=[O:18])[CH3:17])[C@@H:8]([CH2:19][O:20][C:21](=[O:23])[CH3:22])[O:7][C@@H:6]1[F:25])(=[O:3])[CH3:2] |f:1.2.3,4.5|. The reactants are [N-]=[N+]=[N-].[Na+] (NaN3), IC1=CC=C(C=C1)N1N=C(C=C1)C (1-(4-iodophenyl)-3-methyl-1H-pyrazole), C1CC(=O)N(C1=O)Br (NBS), CC(C)(C#N)N=NC(C)(C)C#N (AIBN). Solvent: CCOC(=O)C (EtOAc), O (H2O), C(Cl)(Cl)(Cl)Cl (CCl4). Conditions: time 8 hour. Product: N(=[N+]=[N-])CC1=NN(C=C1)C1=CC=C(C=C1)I (3-(azidomethyl)-1-(4-iodophenyl)-1H-pyrazole). Isolated yield 8.9%. RXN SMILES: [I:1][C:2]1[CH:7]=[CH:6][C:5]([N:8]2[CH:12]=[CH:11][C:10]([CH3:13])=[N:9]2)=[CH:4][CH:3]=1.C1C(=O)N(Br)C(=O)C1.CC(N=NC(C#N)(C)C)(C#N)C.[N-:34]=[N+:35]=[N-:36].[Na+]>C(Cl)(Cl)(Cl)Cl.CCOC(C)=O.O>[N:34]([CH2:13][C:10]1[CH:11]=[CH:12][N:8]([C:5]2[CH:4]=[CH:3][C:2]([I:1])=[CH:7][CH:6]=2)[N:9]=1)=[N+:35]=[N-:36] |f:3.4|. Procedure details: A mixture of 1-(4-iodophenyl)-3-methyl-1H-pyrazole (0.98 g, 3.45 mmol), NBS (0.80 g, 4.49 mmol) and AIBN (0.17 g, 1.03 mmol) in CCl4 (15 mL) was heated at reflux for 5 hrs. After being cooled to room temperature, it was filtered. The filtrate was concentrated in vacuo. The residue was dissolved in DMF (8 mL), NaN3 (0.400 g, 6.15 mmol) was added. The mixture was stirred at room temperature overnight. H2O and EtOAc were added. The organic phase was separated, dried over Na2SO4, concentrated in vac...